describe an organic reaction: reactants, conditions, products, and yield From a dataset of the Open Reaction Database (ORD), a public repository of structured organic reaction records. The reactants are C(C)(=O)C=1N=C(N(C1C)C)C1=CC=C(C=C1)O (4-acetyl-1,5-dimethyl-2-(4-hydroxyphenyl)-1H-imidazole), C([O-])([O-])=O.[K+].[K+] (potassium carbonate), C(Cl)C1CO1 (epichlorohydrin). Run in CN(C=O)C (dimethylformamide). Reaction conditions: time 20 hour. Product: C(C)(=O)C=1N=C(N(C1C)C)C1=CC=C(C=C1)OCC1CO1 (4-acetyl-1,5-dimethyl-2-[4-(2,3-epoxypropoxy)-phenyl]-1H-imidazole). RXN SMILES: [C:1]([C:4]1[N:5]=[C:6]([C:11]2[CH:16]=[CH:15][C:14]([OH:17])=[CH:13][CH:12]=2)[N:7]([CH3:10])[C:8]=1[CH3:9])(=[O:3])[CH3:2].C(=O)([O-])[O-].[K+].[K+].[CH2:24]([CH:26]1[O:28][CH2:27]1)Cl>CN(C)C=O>[C:1]([C:4]1[N:5]=[C:6]([C:11]2[CH:12]=[CH:13][C:14]([O:17][CH2:24][CH:26]3[O:28][CH2:27]3)=[CH:15][CH:16]=2)[N:7]([CH3:10])[C:8]=1[CH3:9])(=[O:3])[CH3:2] |f:1.2.3|. Procedure details: A mixture of 11.5 g of 4-acetyl-1,5-dimethyl-2-(4-hydroxyphenyl)-1H-imidazole, 13.8 g of potassium carbonate, 7.0 g of epichlorohydrin and 120 ml of dimethylformamide is stirred for 20 hours in a bath at 60°-70°. The insoluble material is filtered off, the filtrate is concentrated by evaporation and the residue is divided between ethyl acetate and water. From the organic phase there is obtained, by concentration by evaporation, an oil which is chromatographed on silica gel with ethyl acetate. 4-... Starting materials: C(C)C1=C(N)C(=CC=C1)C (2-ethyl-6-methyl-aniline), C(\C=C/C(=O)O)(=O)O (maleic acid), ice water. The solvent is C(C)(C)OC(C)C (diisopropyl ether), C(C)(C)OC(C)C (diisopropyl ether). Run at temperature 100 celsius. The product is C(C)C1=C(C(=CC=C1)C)N1C(C=CC1=O)=O (N-(2-ethyl-6-methylphenyl)-maleimide). Isolated yield 88.3%. As a reaction SMILES: [C:1]([OH:8])(=O)/[CH:2]=[CH:3]\[C:4](O)=[O:5].[CH2:9]([C:11]1[CH:17]=[CH:16][CH:15]=[C:14]([CH3:18])[C:12]=1[NH2:13])[CH3:10]>C(OC(C)C)(C)C>[CH2:9]([C:11]1[CH:17]=[CH:16][CH:15]=[C:14]([CH3:18])[C:12]=1[N:13]1[C:4](=[O:5])[CH:3]=[CH:2][C:1]1=[O:8])[CH3:10]. Procedure: 196 g of maleic acid arthydride were dissolved in 2.5 l of diisopropyl ether at room temperature. A solution of 270.4 g of 2-ethyl-6-methyl-aniline in 200 ml of diisopropyl ether was added dropwise at room temperature in the course of 4 hours, the resulting suspension was cooled to 15° to 20° C. and the solid was filtered off with suction and introduced into a mixture of 670 ml of acetic arthydride and 65 g of anhydrous sodium acetate. The suspension formed was heated to 100° C., while stirring,... Starting materials: COC1=CC=C(CNC=NNC(=O)OC)C=C1 (Methyl 2-{[(4-methoxybenzyl)amino]methylene}hydrazinecarboxylate), BrCC(=O)C=1C=NN(C1Br)C (2-bromo-1-(5-bromo-1-methyl-1H-pyrazol-4-yl)ethanone), C([O-])([O-])=O.[Na+].[Na+] (sodium carbonate), C(C)(C)N(C(C)C)CC (N,N-diisopropylethylamine). The solvent is C(C)#N (acetonitrile), O (water). Run at time 10 minute. The product is BrC1=C(C=NN1C)C(CN(NC(=O)OC)C=O)=O (methyl 2-[2-(5-bromo-1-methyl-1H-pyrazol-4-yl)-2-oxoethyl]-2-formylhydrazinecarboxylate). Yield: 27.2%. Reaction SMILES: COC1C=CC(CN[CH:9]=[N:10][NH:11][C:12]([O:14][CH3:15])=[O:13])=CC=1.Br[CH2:19][C:20]([C:22]1[CH:23]=[N:24][N:25]([CH3:28])[C:26]=1[Br:27])=[O:21].C(=O)([O-])[O-:30].[Na+].[Na+].C(N(CC)C(C)C)(C)C>C(#N)C.O>[Br:27][C:26]1[N:25]([CH3:28])[N:24]=[CH:23][C:22]=1[C:20](=[O:21])[CH2:19][N:10]([CH:9]=[O:30])[NH:11][C:12]([O:14][CH3:15])=[O:13] |f:2.3.4|. Procedure: Methyl 2-{[(4-methoxybenzyl)amino]methylene}hydrazinecarboxylate (3.28 g, 13.8 mmol), 2-bromo-1-(5-bromo-1-methyl-1H-pyrazol-4-yl)ethanone (3.90 g, 13.8 mmol) and sodium carbonate (1.16 g, 13.8 mmol) were combined in a mixture of N,N-diisopropylethylamine (99.5%, 2.30 mL, 13.8 mmol) and acetonitrile (30 mL). The reaction was heated at 80° C. for 18 hours, at which time water was added, and heated was continued for 10 minutes. After removal of solvent in vacuo, the aqueous residue was partitioned... Reactants: ClCCl, CCCCC(O)c1cccc(-c2ccc(C(F)(F)F)cc2)n1, O=S(Cl)Cl. The product is CCCCC(Cl)c1cccc(-c2ccc(C(F)(F)F)cc2)n1. Reaction SMILES: [Cl:27][CH2:28][Cl:29].[F:1][C:2]([c:3]1[cH:4][cH:5][c:6](-[c:9]2[cH:10][cH:11][cH:12][c:13]([CH:15]([CH2:16][CH2:17][CH2:18][CH3:19])[OH:20])[n:14]2)[cH:7][cH:8]1)([F:21])[F:22].[S:23]([Cl:24])([Cl:25])=[O:26]>>[F:1][C:2]([c:3]1[cH:4][cH:5][c:6](-[c:9]2[cH:10][cH:11][cH:12][c:13]([CH:15]([CH2:16][CH2:17][CH2:18][CH3:19])[Cl:25])[n:14]2)[cH:7][cH:8]1)([F:21])[F:22]. Starting materials: Cl (hydrochloric acid), C(C)OC(C(=CO)C=1C=NC=CC1)=O (3-Hydroxy-2-pyridin-3-yl-acrylic acid ethyl ester), N(N)C1=NC=CC=N1 (2-hydrazinopyrimidine), [H-].[Na+] (sodium hydride). The solvent is C(C)O (ethanol). Conditions: time 20 hour. The product is N1=CC(=CC=C1)C=1C(N(NC1)C1=NC=CC=N1)=O (4-Pyridin-3-yl-2-pyrimidin-2-yl-1,2-dihydro-3H-pyrazol-3-one). RXN SMILES: C(O[C:4](=[O:14])[C:5]([C:8]1[CH:9]=[N:10][CH:11]=[CH:12][CH:13]=1)=[CH:6]O)C.[NH:15]([C:17]1[N:22]=[CH:21][CH:20]=[CH:19][N:18]=1)[NH2:16].[H-].[Na+].Cl>C(O)C>[N:10]1[CH:11]=[CH:12][CH:13]=[C:8]([C:5]2[C:4](=[O:14])[N:15]([C:17]3[N:22]=[CH:21][CH:20]=[CH:19][N:18]=3)[NH:16][CH:6]=2)[CH:9]=1 |f:2.3|. Procedure: 193 mg (1 mmol) of the compound from Example 2A and 116 mg (1.05 mmol) 2-hydrazinopyrimidine are initially introduced into 2 ml anhydrous ethanol under argon and the mixture is stirred at RT for 20 h. 40 mg (1 mmol) sodium hydride suspension (60% strength in paraffin oil) are then added in portions, a significant clouding of the reaction solution developing. The mixture is subsequently stirred at RT for 10 min. 1 ml 1 M hydrochloric acid is then added to the dark reaction mixture, a precipitate ... Reactants: C(C1=CC=CC=C1)N1CCN(CC1)CCCCCCCCC1CC2=C(C(=C(C(=C2C1)OC)OC)OC)OC (4-benzyl-1-[8-(4,5,6,7-tetramethoxyindan-2-yl)octyl]piperazine), N1=C(C=CC=C1C(=O)O)C(=O)O (2,6-pyridinedicarboxylic acid), C([O-])(O)=O.[Na+] (sodium bicarbonate), O=[N+]([O-])[O-].[O-][N+]([O-])=O.[O-][N+]([O-])=O.[O-][N+]([O-])=O.[O-][N+]([O-])=O.[O-][N+]([O-])=O.[Ce+4].[NH4+].[NH4+] (CAN). Solvent: O (water), C1CCOC1 (THF), O (water). Run at time 15 minute. Yields the product C(C1=CC=CC=C1)N1CCN(CC1)CCCCCCCCC1CC=2C(C(=C(C(C2C1)=O)OC)OC)=O (2-[8-(4-Benzylpiperazin-1-yl)octyl]-5,6-dimethoxyindan-4,7-dione). Yield: 59.6%. As a reaction SMILES: [CH2:1]([N:8]1[CH2:13][CH2:12][N:11]([CH2:14][CH2:15][CH2:16][CH2:17][CH2:18][CH2:19][CH2:20][CH2:21][CH:22]2[CH2:30][C:29]3[C:24](=[C:25]([O:37]C)[C:26]([O:35][CH3:36])=[C:27]([O:33][CH3:34])[C:28]=3[O:31]C)[CH2:23]2)[CH2:10][CH2:9]1)[C:2]1[CH:7]=[CH:6][CH:5]=[CH:4][CH:3]=1.N1C(C(O)=O)=CC=CC=1C(O)=O.O=[N+]([O-])[O-].[O-][N+](=O)[O-].[O-][N+](=O)[O-].[O-][N+](=O)[O-].[O-][N+](=O)[O-].[O-][N+](=O)[O-].[Ce+4].[NH4+].[NH4+].C(=O)(O)[O-].[Na+]>O.C1COCC1>[CH2:1]([N:8]1[CH2:9][CH2:10][N:11]([CH2:14][CH2:15][CH2:16][CH2:17][CH2:18][CH2:19][CH2:20][CH2:21][CH:22]2[CH2:30][C:29]3[C:28](=[O:31])[C:27]([O:33][CH3:34])=[C:26]([O:35][CH3:36])[C:25](=[O:37])[C:24]=3[CH2:23]2)[CH2:12][CH2:13]1)[C:2]1[CH:3]=[CH:4][CH:5]=[CH:6][CH:7]=1 |f:2.3.4.5.6.7.8.9.10,11.12|. Procedure: To a mixture of 4-benzyl-1-[8-(4,5,6,7-tetramethoxyindan-2-yl)octyl]piperazine (676 mg), 2,6-pyridinedicarboxylic acid (647 mg), THF (14 ml), and water (7 ml) was dropwise added a solution of CAN (2.83 g) in water (7 ml) with cooling with ice. After the reaction mixture was stirred for 15 min, saturated aqueous sodium bicarbonate was added to the reaction mixture, which was extracted with ethyl acetate. The organic layer was washed with saturated aqueous sodium bicarbonate, water, and saturated ...